Dataset: the Open Reaction Database (ORD), a public repository of structured organic reaction records. Task: describe an organic reaction: reactants, conditions, products, and yield Reactants: C(#N)CC(=O)OC (Methyl cyanoacetate), BrCCOCCBr (2-bromoethyl ether), C([O-])([O-])=O.[K+].[K+] (potassium carbonate). Solvent: CC(=O)C (acetone). The product is C(#N)C1(CCOCC1)C(=O)OC (methyl 4-cyanotetrahydro-2H-pyran-4-carboxylate). Isolated yield 61.2%. As a reaction SMILES: [C:1]([CH2:3][C:4]([O:6][CH3:7])=[O:5])#[N:2].Br[CH2:9][CH2:10][O:11][CH2:12][CH2:13]Br.C(=O)([O-])[O-].[K+].[K+]>CC(C)=O>[C:1]([C:3]1([C:4]([O:6][CH3:7])=[O:5])[CH2:13][CH2:12][O:11][CH2:10][CH2:9]1)#[N:2] |f:2.3.4|. Reported procedure: Methyl cyanoacetate (2.50 mL, 28.3 mmol) and 2-bromoethyl ether (4.63 mL, 36.8 mol) were dissolved in acetone (50 ml). To this, potassium carbonate (9.78 g, 70.8 mmol) was added and the mixture was heated to reflux for 8 hours. The reaction mixture was filtered and the mother liquid was concentrated. The residue was purified by silica gel column chromatography (hexane/ethyl acetate=7/3) to give methyl 4-cyanotetrahydro-2H-pyran-4-carboxylate (2.93 g, yield: 61%). Reactants: COC(CN(C(C)C)C(=O)OC(C)(C)C)=O ((N-t-butoxycarbonyl-N-isopropyl-amino)-acetic acid methyl ester), ice. Solvent: CO (methanol). Conditions: time 7 hour. Yields the product C(C)(C)(C)OC(=O)N(C(C)C)CC(=O)O ((N-t-butoxycarbonyl-N-isopropyl-amino)acetic acid). Yield: 99.9%. RXN SMILES: C[O:2][C:3](=[O:16])[CH2:4][N:5]([C:9]([O:11][C:12]([CH3:15])([CH3:14])[CH3:13])=[O:10])[CH:6]([CH3:8])[CH3:7]>CO>[C:12]([O:11][C:9]([N:5]([CH2:4][C:3]([OH:16])=[O:2])[CH:6]([CH3:8])[CH3:7])=[O:10])([CH3:13])([CH3:15])[CH3:14]. Procedure details: To a solution of (N-t-butoxycarbonyl-N-isopropyl-amino)-acetic acid methyl ester (5.59 g, 24.2 mmol) in a mixture of methanol (112 ml) and distilled water (56 ml) was added 1M aqueous sodium hydroxide solution (37 ml) in an ice bath, and the mixture was stirred at room temperature for 7 hours. After checking the completion of the reaction, Dowex-50W was added thereto in the ice bath to adjust the pH of the reaction mixture to 5 to 4. The reaction mixture was filtered and the filtrate concentrate...